Task: describe an organic reaction: reactants, conditions, products, and yield. Dataset: the Open Reaction Database (ORD), a public repository of structured organic reaction records Reactants: CC1=NC(=CC=C1)C#CC=C1CCNCC1 (2-Methyl-6-(3-piperidin-4-ylideneprop-1-ynyl)pyridine), BrC=1C=NC=C(C1)C(F)(F)F (3-bromo-5-(trifluoromethyl)pyridine), CCN(C(C)C)C(C)C (DIPEA), CN1C(CCC1)=O (N-methylpyrrolidone). Run in CCOC(=O)C (EtOAc). Run at temperature 160 celsius. Product: CC1=NC(=CC=C1)C#CC=C1CCN(CC1)C=1C=NC=C(C1)C(F)(F)F (2-Methyl-6-(3-{1-[5-(trifluoromethyl)pyridin-3-yl]piperidin-4-ylidene}prop-1-ynyl)pyridine). Isolated yield 1.3%. RXN SMILES: [CH3:1][C:2]1[CH:7]=[CH:6][CH:5]=[C:4]([C:8]#[C:9][CH:10]=[C:11]2[CH2:16][CH2:15][NH:14][CH2:13][CH2:12]2)[N:3]=1.Br[C:18]1[CH:19]=[N:20][CH:21]=[C:22]([C:24]([F:27])([F:26])[F:25])[CH:23]=1.CCN(C(C)C)C(C)C.CN1CCCC1=O>CCOC(C)=O>[CH3:1][C:2]1[CH:7]=[CH:6][CH:5]=[C:4]([C:8]#[C:9][CH:10]=[C:11]2[CH2:12][CH2:13][N:14]([C:18]3[CH:19]=[N:20][CH:21]=[C:22]([C:24]([F:27])([F:26])[F:25])[CH:23]=3)[CH2:15][CH2:16]2)[N:3]=1. Procedure details: A vial was filled with a mixture of the compound of Example 3 (84.9 mg, 0.4 mmol), 3-bromo-5-(trifluoromethyl)pyridine (93 mg, 0.4 mmol), DIPEA (140 μL, 0.8 mmol), 1 mL of anhydrous N-methylpyrrolidone and sealed. The vial was heated in a microwave oven at 160° C. (200 W) for 2 h. The reaction mixture was then cooled to r.t., diluted with EtOAc, washed with water, dried over Na2SO4 and evaporated to dryness in vacuo. The crude black oily residue was purified by preparative RP LC-MS chromatograph... The reactants are CNC(=O)c1ccccc1Nc1nc(Cl)ncc1Cl, COC(CN1CCc2ccc(N)cc2CC1)C(F)(F)F. Yields the product CNC(=O)c1ccccc1Nc1nc(Nc2ccc3c(c2)CCN(CC(OC)C(F)(F)F)CC3)ncc1Cl. Reaction SMILES: [Cl:21][c:22]1[n:23][cH:24][c:25]([Cl:39])[c:26]([NH:28][c:29]2[c:30]([C:31](=[O:32])[NH:33][CH3:34])[cH:35][cH:36][cH:37][cH:38]2)[n:27]1.[F:1][C:2]([CH:3]([CH2:4][N:5]1[CH2:6][CH2:7][c:8]2[c:9]([cH:12][c:13]([NH2:16])[cH:14][cH:15]2)[CH2:10][CH2:11]1)[O:17][CH3:18])([F:19])[F:20]>>[F:1][C:2]([CH:3]([CH2:4][N:5]1[CH2:6][CH2:7][c:8]2[c:9]([cH:12][c:13]([NH:16][c:22]3[n:23][cH:24][c:25]([Cl:39])[c:26]([NH:28][c:29]4[c:30]([C:31](=[O:32])[NH:33][CH3:34])[cH:35][cH:36][cH:37][cH:38]4)[n:27]3)[cH:14][cH:15]2)[CH2:10][CH2:11]1)[O:17][CH3:18])([F:19])[F:20]. Starting materials: S1C(=CC=C1)CC(=O)NC1[C@@H]2N(C(C(=CS2)C(C)O)C(=O)OC(C2=CC=CC=C2)C2=CC=CC=C2)C1=O (benzhydryl 7-(2-thienylacetamido)-3-(1-hydroxyethyl)-2-cephem-4-carboxylate), N1=CC=CC=C1 (pyridine), C(C)(=O)OC(C)=O (acetic anhydride). Solvent: C(Cl)Cl (methylene chloride). Product: S1C(=CC=C1)CC(=O)NC1[C@@H]2N(C(C(=CS2)C(C)OC(C)=O)C(=O)OC(C2=CC=CC=C2)C2=CC=CC=C2)C1=O (Benzhydryl 7-(2-thienylacetamido)-3-(1-acetoxyethyl)-2-cephem-4-carboxylate). The yield is 99.0%. RXN SMILES: [S:1]1[CH:5]=[CH:4][CH:3]=[C:2]1[CH2:6][C:7]([NH:9][CH:10]1[C:36](=[O:37])[N:12]2[CH:13]([C:20]([O:22][CH:23]([C:30]3[CH:35]=[CH:34][CH:33]=[CH:32][CH:31]=3)[C:24]3[CH:29]=[CH:28][CH:27]=[CH:26][CH:25]=3)=[O:21])[C:14]([CH:17]([OH:19])[CH3:18])=[CH:15][S:16][C@H:11]12)=[O:8].N1C=CC=CC=1.[C:44](OC(=O)C)(=[O:46])[CH3:45]>C(Cl)Cl>[S:1]1[CH:5]=[CH:4][CH:3]=[C:2]1[CH2:6][C:7]([NH:9][CH:10]1[C:36](=[O:37])[N:12]2[CH:13]([C:20]([O:22][CH:23]([C:24]3[CH:25]=[CH:26][CH:27]=[CH:28][CH:29]=3)[C:30]3[CH:35]=[CH:34][CH:33]=[CH:32][CH:31]=3)=[O:21])[C:14]([CH:17]([O:19][C:44](=[O:46])[CH3:45])[CH3:18])=[CH:15][S:16][C@H:11]12)=[O:8]. Procedure details: A solution of 0.535 g. of benzhydryl 7-(2-thienylacetamido)-3-(1-hydroxyethyl)-2-cephem-4-carboxylate, 6 ml. of pyridine, and 2 ml. of acetic anhydride in 30 ml. of methylene chloride was refluxed at 42° C. for 2 hours. The reaction mixture was then evaporated in vacuo to dryness, and the resulting residue was dissolved in ethyl acetate and washed with 1N.HCl and brine, and dried over anhydrous sodium sulfate. Evaporation in vacuo of the dried solution to dryness provided 0.571 g. (99 percent) o... The reactants are resultant mixture, ClC=1C2=C(N=C(N1)S(=O)C)N(C(C=C2)=O)C2=CC=C(C=C2)C(F)(F)F (4-Chloro-2-methylsulfinyl-8-(4-trifluoromethyl-phenyl)-8H-pyrido[2,3-d]pyrimidin-7-one), NC(CO)CO (serinol). Solvent: ClCCl (dichloromethane), CN(C)C=O (DMF). The product is ClC=1C2=C(N=C(N1)NC(CO)CO)N(C(C=C2)=O)C2=CC=C(C=C2)C(F)(F)F (4-Chloro-2-(2-hydroxy-1-hydroxymethyl-ethylamino)-8-(4-trifluoromethyl-phenyl)-8H-pyrido[2,3-d]pyrimidin-7-one). Yield: 45.0%. RXN SMILES: [Cl:1][C:2]1[C:3]2[CH:14]=[CH:13][C:12](=[O:15])[N:11]([C:16]3[CH:21]=[CH:20][C:19]([C:22]([F:25])([F:24])[F:23])=[CH:18][CH:17]=3)[C:4]=2[N:5]=[C:6](S(C)=O)[N:7]=1.[NH2:26][CH:27]([CH2:30][OH:31])[CH2:28][OH:29]>ClCCl.CN(C=O)C>[Cl:1][C:2]1[C:3]2[CH:14]=[CH:13][C:12](=[O:15])[N:11]([C:16]3[CH:21]=[CH:20][C:19]([C:22]([F:25])([F:24])[F:23])=[CH:18][CH:17]=3)[C:4]=2[N:5]=[C:6]([NH:26][CH:27]([CH2:30][OH:31])[CH2:28][OH:29])[N:7]=1. Reported procedure: A solution of 4-Chloro-2-methylsulfinyl-8-(4-trifluoromethyl-phenyl)-8H-pyrido[2,3-d]pyrimidin-7-one (0.29 g, 0.75 mmol) in dichloromethane (30 mL) was mixed with a solution of serinol (0.075 g, 0.82 mmol) in DMF (0.75 mL). The resultant mixture was stirred at room temperature for 1 hour before concentrated under vacuum. Flash chromatography (EtOAc:Hexane, 3:1) then provided the title compound (0.14 g, 45%): MS (ES) m/z 415 (M+H)+; 1H-NMR(CDCl3) δ 2.25 (s, br, 2H), 3.66 (m, br, 5H), 6.15 (m, br,...